Dataset: the Open Reaction Database (ORD), a public repository of structured organic reaction records. Task: describe an organic reaction: reactants, conditions, products, and yield Reactants: C(C)(C)(C)OC(NCCCCNCC1=NC=CC=C1C)=O ({4-[(3-methyl-pyridin-2-ylmethyl)-amino]-butyl}-carbamic acid tert-butyl ester), Cl.COC=1C(=[NH+]C=CC1OC)CCl (3,4-dimethoxy-2-chloromethyl pyridinium hydrochloride), CCN(C(C)C)C(C)C (DIPEA). Run in CC#N (CH3CN). The product is C(C)(C)(C)OC(NCCCCN(CC1=NC=C(C=C1C)C)CC1=NC=CC(=C1OC)OC)=O ({4-[(3,4-dimethoxy-pyridin-2-ylmethyl)-(3,5-dimethyl-pyridin-2-ylmethyl)-amino]-butyl}-carbamic acid tert-butyl ester). As a reaction SMILES: [C:1]([O:5][C:6](=[O:21])[NH:7][CH2:8][CH2:9][CH2:10][CH2:11][NH:12][CH2:13][C:14]1[C:19]([CH3:20])=[CH:18][CH:17]=[CH:16][N:15]=1)([CH3:4])([CH3:3])[CH3:2].Cl.[CH3:23][O:24][C:25]1[C:26]([CH2:33]Cl)=[NH+:27][CH:28]=[CH:29][C:30]=1[O:31][CH3:32].[CH3:35]CN(C(C)C)C(C)C>CC#N>[C:1]([O:5][C:6](=[O:21])[NH:7][CH2:8][CH2:9][CH2:10][CH2:11][N:12]([CH2:33][C:26]1[C:25]([O:24][CH3:23])=[C:30]([O:31][CH3:32])[CH:29]=[CH:28][N:27]=1)[CH2:13][C:14]1[C:19]([CH3:20])=[CH:18][C:17]([CH3:35])=[CH:16][N:15]=1)([CH3:4])([CH3:3])[CH3:2] |f:1.2|. Procedure: Using General Procedure A: Reaction of {4-[(3-methyl-pyridin-2-ylmethyl)-amino]-butyl}-carbamic acid tert-butyl ester, 3,4-dimethoxy-2-chloromethyl pyridinium hydrochloride, DIPEA and KI in CH3CN gave {4-[(3,4-dimethoxy-pyridin-2-ylmethyl)-(3,5-dimethyl-pyridin-2-ylmethyl)-amino]-butyl}-carbamic acid tert-butyl ester as an oily residue. 1H NMR (CDCl3) δ 1.30-1.35 (m, 2H), 1.43 (s, 9H), 1.48-1.55 (m, 2H), 2.14 (s, 3H), 2.27 (s, 3H), 2.95-3.00 (m, 2H), 3.76 (s, 6H), 3.91 (s, 3H), 5.14 (bs, 1H), 6.... Starting materials: C(C=C)N1C(C=CC2=CC=C(N=C12)OCC=C)=O (1-(2-propen-1-yl)-7-(2-propen-1-yloxy)-1,8-naphthyridin-2(1H)-one), Br (hydrogen bromide). Run in C(C)(=O)O (acetic acid), C(C)(=O)O (acetic acid). Reaction conditions: temperature 80 celsius. The product is C(C=C)N1C(C=CC=2C=CC(NC12)=O)=O (1-(2-Propen-1-yl)-1,8-naphthyridine-2,7(1H,8H)-dione). Reaction SMILES: [CH2:1]([N:4]1[C:13]2[C:8](=[CH:9][CH:10]=[C:11]([O:14]CC=C)[N:12]=2)[CH:7]=[CH:6][C:5]1=[O:18])[CH:2]=[CH2:3].Br>C(O)(=O)C>[CH2:1]([N:4]1[C:13]2[NH:12][C:11](=[O:14])[CH:10]=[CH:9][C:8]=2[CH:7]=[CH:6][C:5]1=[O:18])[CH:2]=[CH2:3]. Procedure details: A solution of 1-(2-propen-1-yl)-7-(2-propen-1-yloxy)-1,8-naphthyridin-2(1H)-one (440 mg, 1.8 mmol) in acetic acid (1 ml) was treated with 33% hydrogen bromide in acetic acid (1 ml) and heated for 1 hour at 50° C. and 10 hours at 80° C. The mixture was evaporated to dryness and taken to pH4 with saturated aqueous sodium bicarbonate (˜5 ml). The mixture was extracted with ethyl acetate, dried and evaporated. The residue was chromatographed eluting with 0-100% ethyl acetate in hexane affording the ... The reactants are BrC1=CC=C(C=C1)N1N=C(N=C1Cl)C1=C(C=CC=C1F)Cl (1-(4-bromophenyl)-5-chloro-3-(2-chloro-6-fluorophenyl)-1H-1,2,4-triazole), COCCCN (3-methoxypropan-1-amine), CCN(C(C)C)C(C)C (DIPEA). Run in CN(C)C=O (DMF). Conditions: temperature 80 celsius, time 5.5 hour. Product: BrC1=CC=C(C=C1)N1N=C(N=C1NCCCOC)C1=C(C=CC=C1F)Cl (1-(4-Bromophenyl)-3-(2-chloro-6-fluorophenyl)-N-(3-methoxypropyl)-1H-1,2,4-triazol-5-amine). Yield: 35.4%. As a reaction SMILES: [Br:1][C:2]1[CH:7]=[CH:6][C:5]([N:8]2[C:12](Cl)=[N:11][C:10]([C:14]3[C:19]([F:20])=[CH:18][CH:17]=[CH:16][C:15]=3[Cl:21])=[N:9]2)=[CH:4][CH:3]=1.[CH3:22][O:23][CH2:24][CH2:25][CH2:26][NH2:27].CCN(C(C)C)C(C)C>CN(C=O)C>[Br:1][C:2]1[CH:7]=[CH:6][C:5]([N:8]2[C:12]([NH:27][CH2:26][CH2:25][CH2:24][O:23][CH3:22])=[N:11][C:10]([C:14]3[C:19]([F:20])=[CH:18][CH:17]=[CH:16][C:15]=3[Cl:21])=[N:9]2)=[CH:4][CH:3]=1. Reported procedure: To a solution of 1-(4-bromophenyl)-5-chloro-3-(2-chloro-6-fluorophenyl)-1H-1,2,4-triazole (Intermediate-3, 0.100 g, 0.257 mmol) in DMF (3.0 mL) was added 3-methoxypropan-1-amine (0.035 g, 0.386 mmol) and DIPEA (1.0 mL). The reaction mass was stirred at 80° C. for 5-6 h. The reaction mass was quenched in water and extracted with ethyl acetate. The organic layer was dried over anhydrous sodium sulphate and concentrated to afford 0.040 g of desired product. 1H NMR (300 MHz, DMSO d6): δ 1.92 (d, J=5... The reactants are FC=1C=C2C(C(=CN(C2=C(C1F)F)CCF)C(=O)O)=O (6,7,8-trifluoro-1-(2-fluoroethyl)-1,4-dihydro-4-oxo-3-quinolinecarboxylic acid), NCC1CNCC1C (3-aminomethyl-4-methylpyrrolidine), C1CCC2=NCCCN2CC1 (DBU). The solvent is C(C)#N (acetonitrile). Conditions: time 5 hour. The product is NCC1CN(CC1C)C1=C(C=C2C(C(=CN(C2=C1F)CCF)C(=O)O)=O)F (7-(3-Aminomethyl-4-methyl-1-pyrrolidinyl)-6,8-difluoro-1-(2-fluoroethyl)-1,4-dihydro-4-oxo-3-quinolinecarboxylic acid). The yield is 67.9%. As a reaction SMILES: [F:1][C:2]1[CH:3]=[C:4]2[C:9](=[C:10]([F:13])[C:11]=1F)[N:8]([CH2:14][CH2:15][F:16])[CH:7]=[C:6]([C:17]([OH:19])=[O:18])[C:5]2=[O:20].[NH2:21][CH2:22][CH:23]1[CH:27]([CH3:28])[CH2:26][NH:25][CH2:24]1.C1CCN2C(=NCCC2)CC1>C(#N)C>[NH2:21][CH2:22][CH:23]1[CH:27]([CH3:28])[CH2:26][N:25]([C:11]2[C:10]([F:13])=[C:9]3[C:4]([C:5](=[O:20])[C:6]([C:17]([OH:19])=[O:18])=[CH:7][N:8]3[CH2:14][CH2:15][F:16])=[CH:3][C:2]=2[F:1])[CH2:24]1. Procedure details: A mixture of 6,7,8-trifluoro-1-(2-fluoroethyl)-1,4-dihydro-4-oxo-3-quinolinecarboxylic acid (0.5 g), anhydrous acetonitrile (5 ml), 3-aminomethyl-4-methylpyrrolidine (0.21 g) and DBU (0.26 g) was refluxed for an hour and then stirred at room temperature for 5 hours. The resulting precipitate was collected by filtration and washed with ether to give the title compound (0.45 g) as pale yellow powder, mp 228°-232° C. Starting materials: S(=O)(=O)(OC)OC (dimethyl sulfate), C(N)(OC=1C(=NN(C1N)CC1=CC=NC=C1)C(C)(C)C)=O (t-Butyl-5-amino-1-(4-pyridinylmethyl)-1H-pyrazol-4-yl Carbamate). The solvent is C(C)(=O)OCC (ethyl acetate). Conditions: time 8 hour. Product: COS(=O)(=O)[O-].C(N)(OC=1C(=NN(C1N)CC1N(C=C[CH2+]=C1)C)C(C)(C)C)=O (t-Butyl-5-amino-1-[(1-methyl-4-pyridiniumyl)methyl]-1H-pyrazol-4-yl Carbamate Methylsulfate). Reaction SMILES: [S:1]([O:6]C)([O:4][CH3:5])(=[O:3])=[O:2].[C:8](=[O:28])([O:10][C:11]1[C:12]([C:24]([CH3:27])([CH3:26])[CH3:25])=[N:13][N:14]([CH2:17][C:18]2[CH:23]=[CH:22]N=CC=2)[C:15]=1[NH2:16])[NH2:9]>C(OCC)(=O)C>[CH3:5][O:4][S:1]([O-:6])(=[O:3])=[O:2].[C:8](=[O:28])([O:10][C:11]1[C:12]([C:24]([CH3:25])([CH3:26])[CH3:27])=[N:13][N:14]([CH2:17][CH:18]2[CH:23]=[CH2+:22][CH:11]=[CH:15][N:14]2[CH3:17])[C:15]=1[NH2:16])[NH2:9] |f:3.4|. Reported procedure: 0.38 g (3 mmol) of dimethyl sulfate was added to 0.69 g (2.4 mmol) of the product from Step 2.4 in 10 mL of ethyl acetate, and the mixture was allowed to agitate overnight. A viscous oil separated. The supernatant solution was decanted and discarded. The residue was used in the next step without further purification. The product is ClC1=CC(=C(C=C1)[C@@]1([C@H]([C@@H](N[C@H]1CC(C)(C)C)C(=O)NCC1=NC=C(C(=O)O)C=C1)C1=C(C(=CC=C1)Cl)F)C#N)F (6-({[(2R,3S,4R,5S)-4-(4-Chloro-2-fluoro-phenyl)-3-(3-chloro-2-fluoro-phenyl)-4-cyano-5-(2,2-dimethyl-propyl)-pyrrolidine-2-carbonyl]-amino}-methyl)-nicotinic acid). The yield is 101.3%. Reactants: C(C)OC(C1=CN=C(C=C1)CNC(=O)[C@@H]1N[C@H]([C@]([C@H]1C1=C(C(=CC=C1)Cl)F)(C#N)C1=C(C=C(C=C1)Cl)F)CC(C)(C)C)=O (6-({[(2R,3S,4R,5S)-4-(4-Chloro-2-fluoro-phenyl)-3-(3-chloro-2-fluoro-phenyl)-4-cyano-5-(2,2-dimethyl-propyl)-pyrrolidine-2-carbonyl]-amino}-methyl)-nicotinic acid ethyl ester), O.[OH-].[Li+] (lithium hydroxide hydrate). As a reaction SMILES: C([O:3][C:4](=[O:43])[C:5]1[CH:10]=[CH:9][C:8]([CH2:11][NH:12][C:13]([C@H:15]2[C@H:19]([C:20]3[CH:25]=[CH:24][CH:23]=[C:22]([Cl:26])[C:21]=3[F:27])[C@:18]([C:30]3[CH:35]=[CH:34][C:33]([Cl:36])=[CH:32][C:31]=3[F:37])([C:28]#[N:29])[C@H:17]([CH2:38][C:39]([CH3:42])([CH3:41])[CH3:40])[NH:16]2)=[O:14])=[N:7][CH:6]=1)C.O.[OH-].[Li+]>C1COCC1.O>[Cl:36][C:33]1[CH:34]=[CH:35][C:30]([C@@:18]2([C:28]#[N:29])[C@H:17]([CH2:38][C:39]([CH3:41])([CH3:40])[CH3:42])[NH:16][C@@H:15]([C:13]([NH:12][CH2:11][C:8]3[CH:9]=[CH:10][C:5]([C:4]([OH:43])=[O:3])=[CH:6][N:7]=3)=[O:14])[C@@H:19]2[C:20]2[CH:25]=[CH:24][CH:23]=[C:22]([Cl:26])[C:21]=2[F:27])=[C:31]([F:37])[CH:32]=1 |f:1.2.3|. Run in O (water), C1CCOC1 (THF). Procedure details: In a manner similar to the method described in Example 380, chiral 6-({[(2R,3S,4R,5S)-4-(4-Chloro-2-fluoro-phenyl)-3-(3-chloro-2-fluoro-phenyl)-4-cyano-5-(2,2-dimethyl-propyl)-pyrrolidine-2-carbonyl]-amino}-methyl)-nicotinic acid ethyl ester (73.8 mg, 0.117 mmol) in THF (8 ml) was combined with lithium hydroxide hydrate (35.9 mg, 0.855 mmol) in water (4 mL). It was stirred at room temperature to give chiral 6-({[(2R,3S,4R,5S)-4-(4-Chloro-2-fluoro-phenyl)-3-(3-chloro-2-fluoro-phenyl)-4-cyano-5-(2... The reactants are O1C(COC2=C1C=CC=C2)CCN2CCC(CC2)NCCN (1-[2-(1,4-benzodioxan-2-yl)-ethyl]-4-(2-aminoethylamino)-piperidine), C(=S)=S (carbon disulfide), Cl (hydrochloric acid). Run in C(C)O (ethanol). Run at time 5 hour. Product: Cl.O1C(COC2=C1C=CC=C2)CCN2CCC(CC2)N2C(NCC2)=S (1-[1-[2-(1,4-benzodioxan-2-yl)-ethyl]-4-piperidyl]-2-imidazolidinthione hydrochloride). RXN SMILES: [O:1]1[C:6]2[CH:7]=[CH:8][CH:9]=[CH:10][C:5]=2[O:4][CH2:3][CH:2]1[CH2:11][CH2:12][N:13]1[CH2:18][CH2:17][CH:16]([NH:19][CH2:20][CH2:21][NH2:22])[CH2:15][CH2:14]1.[ClH:23].[C:24](=S)=[S:25]>C(O)C>[ClH:23].[O:1]1[C:6]2[CH:7]=[CH:8][CH:9]=[CH:10][C:5]=2[O:4][CH2:3][CH:2]1[CH2:11][CH2:12][N:13]1[CH2:18][CH2:17][CH:16]([N:19]2[CH2:20][CH2:21][NH:22][C:24]2=[S:25])[CH2:15][CH2:14]1 |f:4.5|. Reported procedure: To the stirred solution of 6 g of 1-[2-(1,4-benzodioxan-2-yl)-ethyl]-4-(2-aminoethylamino)-piperidine in 10 ml of 50% aqueous ethanol, 1.4 ml of carbon disulfide are added dropwise at 25°. The mixture is refluxed for one hour, a drop of concentrated hydrochloric acid is added and refluxing is continued for 5 hours. After cooling overnight the mixture is filtered and the residue washed with ethanol, to yield the 1-[1-[2-(1,4-benzodioxan-2-yl)-ethyl]-4-piperidyl]-2-imidazolidinthione hydrochloride... Starting materials: CC(O)(COc1ccc(C#N)c(F)c1)C(=O)Nc1ccc(C#N)c(CO)c1, ClCCl, O=[Cr](=O)([O-])Cl, c1cc[nH+]cc1. The product is CC(O)(COc1ccc(C#N)c(F)c1)C(=O)Nc1ccc(C#N)c(C=O)c1. Reaction SMILES: [C:1](#[N:2])[c:3]1[c:4]([F:27])[cH:5][c:6]([O:7][CH2:8][C:9]([C:10](=[O:11])[NH:12][c:13]2[cH:14][c:15]([CH2:21][OH:22])[c:16]([C:19]#[N:20])[cH:17][cH:18]2)([CH3:23])[OH:24])[cH:25][cH:26]1.[Cl:39][CH2:40][Cl:41].[Cr:28]([Cl:29])([O-:30])(=[O:31])=[O:32].[nH+:33]1[cH:34][cH:35][cH:36][cH:37][cH:38]1>>[C:1](#[N:2])[c:3]1[c:4]([F:27])[cH:5][c:6]([O:7][CH2:8][C:9]([C:10](=[O:11])[NH:12][c:13]2[cH:14][c:15]([CH:21]=[O:22])[c:16]([C:19]#[N:20])[cH:17][cH:18]2)([CH3:23])[OH:24])[cH:25][cH:26]1.